This data is from the Open Reaction Database (ORD), a public repository of structured organic reaction records. The task is: describe an organic reaction: reactants, conditions, products, and yield Starting materials: CS(=O)(=O)O, CCO, Cc1cc(C(=O)Nc2cc(Oc3ccc4nc(NC(=O)C5CC5)cn4n3)ccc2C)n(C)n1. The product is CS(=O)(=O)O, Cc1cc(C(=O)Nc2cc(Oc3ccc4nc(NC(=O)C5CC5)cn4n3)ccc2C)n(C)n1. As a reaction SMILES: [CH3:34][S:35]([OH:36])(=[O:37])=[O:38].[CH3:39][CH2:40][OH:41].[CH:1]1([C:4](=[O:5])[NH:6][c:7]2[n:8][c:9]3[n:10]([n:11][c:12]([O:15][c:16]4[cH:17][cH:18][c:19]([CH3:32])[c:20]([NH:22][C:23](=[O:24])[c:25]5[cH:26][c:27]([CH3:31])[n:28][n:29]5[CH3:30])[cH:21]4)[cH:13][cH:14]3)[cH:33]2)[CH2:2][CH2:3]1>>[CH3:34][S:35](=[O:36])(=[O:37])[OH:38].[CH:1]1([C:4](=[O:5])[NH:6][c:7]2[n:8][c:9]3[n:10]([n:11][c:12]([O:15][c:16]4[cH:17][cH:18][c:19]([CH3:32])[c:20]([NH:22][C:23](=[O:24])[c:25]5[cH:26][c:27]([CH3:31])[n:28][n:29]5[CH3:30])[cH:21]4)[cH:13][cH:14]3)[cH:33]2)[CH2:2][CH2:3]1. Reactants: ClCC1=CC=C(C=C1)NC(=O)C=1CCOC2=C(C1)C=C(C=C2)C2=CC=C(C=C2)C (N-(4-chloromethylphenyl)-7-(4-methylphenyl)-2,3-dihydro-1-benzoxepine-4-carboxamide), C(C)(C)NC(C)C (diisopropylamine). Run in CN(C=O)C (dimethylformamide). The product is C(C)(C)N(C(C)C)CC1=CC=C(C=C1)NC(=O)C=1CCOC2=C(C1)C=C(C=C2)C2=CC=C(C=C2)C (N-(4-((diisopropylamino)methyl)-phenyl)-7-(4-methylphenyl)-2,3-dihydro-1-benzoxepine-4-carboxamide). Reaction SMILES: Cl[CH2:2][C:3]1[CH:8]=[CH:7][C:6]([NH:9][C:10]([C:12]2[CH2:13][CH2:14][O:15][C:16]3[CH:22]=[CH:21][C:20]([C:23]4[CH:28]=[CH:27][C:26]([CH3:29])=[CH:25][CH:24]=4)=[CH:19][C:17]=3[CH:18]=2)=[O:11])=[CH:5][CH:4]=1.[CH:30]([NH:33][CH:34]([CH3:36])[CH3:35])([CH3:32])[CH3:31]>CN(C)C=O>[CH:30]([N:33]([CH2:2][C:3]1[CH:8]=[CH:7][C:6]([NH:9][C:10]([C:12]2[CH2:13][CH2:14][O:15][C:16]3[CH:22]=[CH:21][C:20]([C:23]4[CH:28]=[CH:27][C:26]([CH3:29])=[CH:25][CH:24]=4)=[CH:19][C:17]=3[CH:18]=2)=[O:11])=[CH:5][CH:4]=1)[CH:34]([CH3:36])[CH3:35])([CH3:32])[CH3:31]. Procedure: A solution of N-(4-chloromethylphenyl)-7-(4-methylphenyl)-2,3-dihydro-1-benzoxepine-4-carboxamide (0.1g) and diisopropylamine (0.1ml) in dimethylformamide (10ml) was stirred at room temperature over night. The solvent was evaporated, and to the residue was added water. The mixture was extracted with ethyl acetate. The organic layer was washed with water and saturated sodium chloride solution, and dried with anhydrous magnesium sulfate. Under reduced pressure, the solvent was evaporated to give c... Reactants: C(CCC)C1CN(CCC1=O)CCC1=CC=CC=C1 (3-Butyl-1-phenethyl-piperidine-4-one), C(=O)([O-])[O-].[Na+].[Na+] (Na2CO3), CC(=O)[O-].[Na+] (NaOAc), Cl.NO (hydroxylamine hydrochloride). The solvent is C(C)O.O (ethanol water), O (water). Product: C(CCC)C1CN(CCC1=NO)CCC1=CC=CC=C1 (3-Butyl-1-phenethyl-piperidine-4-one oxime). RXN SMILES: [CH2:1]([CH:5]1[C:10](=O)[CH2:9][CH2:8][N:7]([CH2:12][CH2:13][C:14]2[CH:19]=[CH:18][CH:17]=[CH:16][CH:15]=2)[CH2:6]1)[CH2:2][CH2:3][CH3:4].CC([O-])=O.[Na+].Cl.[NH2:26][OH:27].C([O-])([O-])=O.[Na+].[Na+]>C(O)C.O.O>[CH2:1]([CH:5]1[C:10](=[N:26][OH:27])[CH2:9][CH2:8][N:7]([CH2:12][CH2:13][C:14]2[CH:19]=[CH:18][CH:17]=[CH:16][CH:15]=2)[CH2:6]1)[CH2:2][CH2:3][CH3:4] |f:1.2,3.4,5.6.7,8.9|. Procedure details: 3-Butyl-1-phenethyl-piperidine-4-one (300 mg), NaOAc (878 mg) and hydroxylamine hydrochloride (708 mg) were suspended in ethanol/water (1:1, 10 ml) and the mixture was heated to reflux for 5 hours. The clear solution that resulted from this treatment was cooled, diluted with water and basified with 10% aq. Na2CO3 to pH 10. The suspension was extracted with DCM and the organic layer was washed with brine, dried (MgSO4) and evaporated. The product was sufficiently pure for the next step. Yellowish...